From a dataset of the Open Reaction Database (ORD), a public repository of structured organic reaction records. describe an organic reaction: reactants, conditions, products, and yield RXN SMILES: [Cl-:1].[Cl-].[Cl-].[Cl-].[Zr+4:5].[Li+:6].[Li+:7].[Li+:8].[NH2-:9]>>[N:9]([Li:8])([Li:7])[Li:6].[Cl-:1].[Cl-:1].[Cl-:1].[Cl-:1].[Zr+4:5] |f:0.1.2.3.4,5.6.7.8,10.11.12.13.14|. Reported procedure: A mortar and pestle was used to mix 0.991 gram of zirconium tetrachloride (ZrCl4) and 0.204 gram of lithium nitride (Li3N) in order to form the reactant mixture with a stoichiometric ratio of Li3N to ZrCl4 of 4/3. The reactant mixture was placed in a 45 milliliter stainless steel container. A screw top cap was placed on the stainless steel container. The screw top cap had two insulated leads protruding therethrough, which held a nichrome filament in the reactant mixture. An external electric cha... Yields the product N([Li])([Li])[Li] (Li3N), [Cl-].[Cl-].[Cl-].[Cl-].[Zr+4] (ZrCl4). The reactants are [Cl-].[Cl-].[Cl-].[Cl-].[Zr+4] (zirconium tetrachloride), [Li+].[Li+].[Li+].[NH2-] (lithium nitride). Reactants: CC1CC(=O)CCCCCCCCCCCC(=O)C1, ClCCl, Cl, O. Yields the product CC1CC(=O)C2CCCCCCCCCCC2(O)C1. Reaction SMILES: [CH3:1][CH:2]1[CH2:3][C:4](=[O:19])[CH2:5][CH2:6][CH2:7][CH2:8][CH2:9][CH2:10][CH2:11][CH2:12][CH2:13][CH2:14][CH2:15][C:16](=[O:18])[CH2:17]1.[Cl:22][CH2:23][Cl:24].[ClH:21].[OH2:20]>>[CH3:1][CH:2]1[CH2:3][C:4]2([OH:19])[CH2:5][CH2:6][CH2:7][CH2:8][CH2:9][CH2:10][CH2:11][CH2:12][CH2:13][CH2:14][CH:15]2[C:16](=[O:18])[CH2:17]1.